The task is: describe an organic reaction: reactants, conditions, products, and yield. This data is from the Open Reaction Database (ORD), a public repository of structured organic reaction records. The reactants are CC(C)(C)OC(=O)Nc1ccc(Cl)cc1Br, C1CCOC1, CCCCCC, CC=O, [Cl-], [NH4+], O. As a reaction SMILES: [C:7]([CH3:8])([CH3:9])([CH3:10])[O:11][C:12]([NH:13][c:14]1[c:15]([Br:21])[cH:16][c:17]([Cl:20])[cH:18][cH:19]1)=[O:22].[CH2:28]1[O:29][CH2:30][CH2:31][CH2:32]1.[CH3:1][CH2:2][CH2:3][CH2:4][CH2:5][CH3:6].[CH:23]([CH3:24])=[O:25].[Cl-:26].[NH4+:27].[OH2:33]>>[C:7]([CH3:8])([CH3:9])([CH3:10])[O:11][C:12]([NH:13][c:14]1[c:15]([CH:23]([CH3:24])[OH:25])[cH:16][c:17]([Cl:20])[cH:18][cH:19]1)=[O:22]. Product: CC(O)c1cc(Cl)ccc1NC(=O)OC(C)(C)C. Starting materials: Cl, Cc1cn(C2OC(CO)C(O)C2O)c2nc(N)nc(Cl)c12, [Na+], [OH-]. Yields the product Cc1cn(C2OC(CO)C(O)C2O)c2nc(N)[nH]c(=O)c12. RXN SMILES: [ClH:22].[NH2:1][c:2]1[n:3][c:4]([Cl:21])[c:5]2[c:6]([n:7]1)[n:8]([CH:12]1[CH:13]([OH:14])[CH:15]([OH:16])[CH:17]([CH2:19][OH:20])[O:18]1)[cH:9][c:10]2[CH3:11].[Na+:24].[OH-:23]>>[NH2:1][c:2]1[nH:3][c:4](=[O:23])[c:5]2[c:6]([n:7]1)[n:8]([CH:12]1[CH:13]([OH:14])[CH:15]([OH:16])[CH:17]([CH2:19][OH:20])[O:18]1)[cH:9][c:10]2[CH3:11].